This data is from the Open Reaction Database (ORD), a public repository of structured organic reaction records. The task is: describe an organic reaction: reactants, conditions, products, and yield As a reaction SMILES: [CH2:24]([Cl:25])[Cl:26].[CH3:1][CH:2]([CH2:3][CH2:4][N:5]1[CH2:6][CH2:7][NH:8][CH2:9][CH2:10]1)[CH3:11].[Cl:12][c:13]1[cH:14][cH:15][c:16]([S:19](=[O:20])(=[O:21])[Cl:22])[cH:17][n:18]1.[ClH:23]>>[CH3:1][CH:2]([CH2:3][CH2:4][N:5]1[CH2:6][CH2:7][N:8]([S:19]([c:16]2[cH:15][cH:14][c:13]([Cl:12])[n:18][cH:17]2)(=[O:20])=[O:21])[CH2:9][CH2:10]1)[CH3:11]. The reactants are ClCCl, CC(C)CCN1CCNCC1, O=S(=O)(Cl)c1ccc(Cl)nc1, Cl. Yields the product CC(C)CCN1CCN(S(=O)(=O)c2ccc(Cl)nc2)CC1.